Dataset: the Open Reaction Database (ORD), a public repository of structured organic reaction records. Task: describe an organic reaction: reactants, conditions, products, and yield Starting materials: C1(=CC=C(C=C1)S(=O)(=O)OC[C@H](COCC1=CC=CC=C1)CC)C (2-(S)-ethyl-3-benzyloxypropyl p-toluenesulfonate). Reagents/catalysts: [OH-].[Pd+2].[OH-] (palladium hydroxide). The solvent is C(C)O (ethanol). Run at time 1 hour. Yields the product C1(=CC=C(C=C1)S(=O)(=O)OC[C@H](CO)CC)C (2-(S)-Ethyl-3-hydroxypropyl p-toluene-sulfonate). Isolated yield 90.7%. RXN SMILES: [C:1]1([CH3:24])[CH:6]=[CH:5][C:4]([S:7]([O:10][CH2:11][C@@H:12]([CH2:22][CH3:23])[CH2:13][O:14]CC2C=CC=CC=2)(=[O:9])=[O:8])=[CH:3][CH:2]=1>[OH-].[Pd+2].[OH-].C(O)C>[C:1]1([CH3:24])[CH:2]=[CH:3][C:4]([S:7]([O:10][CH2:11][C@@H:12]([CH2:22][CH3:23])[CH2:13][OH:14])(=[O:8])=[O:9])=[CH:5][CH:6]=1 |f:1.2.3|. Reported procedure: 1.5 g (0.0043 mol) of 2-(S)-ethyl-3-benzyloxypropyl p-toluenesulfonate (XVIIId-1), 12 ml of ethanol and 0.29 g of 20% palladium hydroxide are introduced into a 100 ml round-bottomed flask. The mixture is vigorously stirred at ambient temperature under a slight hydrogen pressure. After reacting for one hour, the mixture is filtered through celite and the solid is washed with ethanol. The filtrate is concentrated under reduced pressure and the residue is purified by flash chromatography on silica ... The reactants are C#CC(OC)C(C)C(OC)C(C)COC(=O)C(C)(C)C, C[O-], CO, [Na+]. The product is C#CC(OC)C(C)C(OC)C(C)CO. Reaction SMILES: [CH3:1][O:2][CH:3]([CH:4]([CH2:5][O:6][C:7](=[O:8])[C:9]([CH3:10])([CH3:11])[CH3:12])[CH3:13])[CH:14]([CH:15]([C:16]#[CH:17])[O:18][CH3:19])[CH3:20].[CH3:21][O-:22].[CH3:24][OH:25].[Na+:23]>>[CH3:1][O:2][CH:3]([CH:4]([CH2:5][OH:6])[CH3:13])[CH:14]([CH:15]([C:16]#[CH:17])[O:18][CH3:19])[CH3:20].